Dataset: the Open Reaction Database (ORD), a public repository of structured organic reaction records. Task: describe an organic reaction: reactants, conditions, products, and yield Reactants: Cc1cc([N+](=O)[O-])cc2c(=O)oc(=O)[nH]c12, O=C(Cl)c1cc(C(F)(F)F)nn1-c1ncccc1Cl, c1ccncc1. Product: Cc1cc([N+](=O)[O-])cc2c(=O)oc(-c3cc(C(F)(F)F)nn3-c3ncccc3Cl)nc12. As a reaction SMILES: [CH3:1][c:2]1[c:3]2[c:4]([c:5](=[O:6])[o:7][c:8](=[O:10])[nH:9]2)[cH:11][c:12]([N+:14](=[O:15])[O-:16])[cH:13]1.[Cl:17][c:18]1[c:19](-[n:24]2[n:25][c:26]([C:32]([F:33])([F:34])[F:35])[cH:27][c:28]2[C:29]([Cl:30])=[O:31])[n:20][cH:21][cH:22][cH:23]1.[cH:36]1[cH:37][cH:38][n:39][cH:40][cH:41]1>>[CH3:1][c:2]1[c:3]2[c:4]([c:5](=[O:6])[o:7][c:8](-[c:28]3[n:24](-[c:19]4[c:18]([Cl:17])[cH:23][cH:22][cH:21][n:20]4)[n:25][c:26]([C:32]([F:33])([F:34])[F:35])[cH:27]3)[n:9]2)[cH:11][c:12]([N+:14](=[O:15])[O-:16])[cH:13]1. The reactants are C1CCOC1, CO, Cc1ccc(S(=O)(=O)n2cc3c4c(c(Cl)cnc42)CN(C(C(=O)OCc2ccccc2)C(C)(C)C)C3=O)cc1, [Na+], [OH-]. Product: Cc1ccc(S(=O)(=O)n2cc(C(=O)O)c3c(CNC(C(=O)OCc4ccccc4)C(C)(C)C)c(Cl)cnc32)cc1. Reaction SMILES: [CH2:44]1[O:45][CH2:46][CH2:47][CH2:48]1.[CH3:42][OH:43].[Cl:1][c:2]1[cH:3][n:4][c:5]2[c:6]3[c:7]([cH:28][n:29]2[S:30](=[O:31])(=[O:32])[c:33]2[cH:34][cH:35][c:36]([CH3:37])[cH:38][cH:39]2)[C:8](=[O:27])[N:9]([CH:12]([C:13](=[O:14])[O:15][CH2:16][c:17]2[cH:18][cH:19][cH:20][cH:21][cH:22]2)[C:23]([CH3:24])([CH3:25])[CH3:26])[CH2:10][c:11]13.[Na+:41].[OH-:40]>>[Cl:1][c:2]1[cH:3][n:4][c:5]2[c:6]([c:7]([C:8](=[O:27])[OH:40])[cH:28][n:29]2[S:30](=[O:31])(=[O:32])[c:33]2[cH:34][cH:35][c:36]([CH3:37])[cH:38][cH:39]2)[c:11]1[CH2:10][NH:9][CH:12]([C:13](=[O:14])[O:15][CH2:16][c:17]1[cH:18][cH:19][cH:20][cH:21][cH:22]1)[C:23]([CH3:24])([CH3:25])[CH3:26]. The reactants are CSSC (dimethyldisulphide), C(C)#N (acetonitrile), CCCCCC (1-hexane), O (water), C(C)OCC (diethyl ether). Product: C(C)(=O)NC(CSC)CCCC (2-acetamido-1-methylthio-hexane). RXN SMILES: CS[S:3][CH3:4].[CH3:5][CH2:6][CH2:7][CH2:8][CH2:9][CH3:10].O.[CH2:12]([O:14]CC)[CH3:13].C(#[N:19])C>>[C:12]([NH:19][CH:6]([CH2:7][CH2:8][CH2:9][CH3:10])[CH2:5][S:3][CH3:4])(=[O:14])[CH3:13]. Reported procedure: The procedure of Example 1 was repeated using dimethyldisulphide (96 mg; 1.02 mmol) and 1-hexane (670 mg: 8 mmol) in acetonitrile (15 ml) at +1.20 V until 1.3 coulomb equivalents of charge had been passed. After the addition of water and extraction with diethyl ether there was obtained 36 mg of 2-acetamido-1-methylthio-hexane. Mass Spec. m/e 189 (M+), 130 (57%) and 86 (100%). I.R. 3290 & 1645 cm-1. Starting materials: Cl (HCl), CCOCC (Et2O), C(C1=CC=CC=C1)N1C2=C(SCC(C1=O)NC([C@H](C)N(C(OC(C)(C)C)=O)C)=O)C=CC=C2 (tert-butyl (S)-1-(5-benzyl-4-oxo-2,3,4,5-tetrahydro-benzo[b][1,4]thiazepin-3-ylamino)-1-oxopropan-2-yl(methyl)carbamate). Solvent: CO (MeOH). Reaction conditions: time 2 hour. Yields the product Cl.C(C1=CC=CC=C1)N1C2=C(SCC(C1=O)NC([C@H](C)NC)=O)C=CC=C2 ((S)-N-(5-Benzyl-4-oxo-2,3,4,5-tetrahydrobenzo[b][1,4]thiazepin-3-yl)-2-methylaminopropanamide hydrochloride). Isolated yield 83.0%. Reaction SMILES: [ClH:1].CCOCC.[CH2:7]([N:14]1[C:20](=[O:21])[CH:19]([NH:22][C:23](=[O:35])[C@@H:24]([N:26](C)[C:27](=O)OC(C)(C)C)[CH3:25])[CH2:18][S:17][C:16]2[CH:36]=[CH:37][CH:38]=[CH:39][C:15]1=2)[C:8]1[CH:13]=[CH:12][CH:11]=[CH:10][CH:9]=1>CO>[ClH:1].[CH2:7]([N:14]1[C:20](=[O:21])[CH:19]([NH:22][C:23](=[O:35])[C@@H:24]([NH:26][CH3:27])[CH3:25])[CH2:18][S:17][C:16]2[CH:36]=[CH:37][CH:38]=[CH:39][C:15]1=2)[C:8]1[CH:9]=[CH:10][CH:11]=[CH:12][CH:13]=1 |f:4.5|. Procedure: 1 M HCl in Et2O (2 mL, 2.00 mmol, Eq: 26.7) was added to a solution of tert-butyl (S)-1-(5-benzyl-4-oxo-2,3,4,5-tetrahydro-benzo[b][1,4]thiazepin-3-ylamino)-1-oxopropan-2-yl(methyl)carbamate (35 mg, 75 μmol, Eq: 1.00) in MeOH (1 mL). After 2 h at RT, the mixture was stored in a freezer overnight, removed from the freezer and stirred an additional 2 h at RT. The mixture was concentrated, the residue dissolved in MeCN/H2O, and lyophilized to afford the title compound (25 mg, 83%). MS m/z 370.0 (MH... Starting materials: OC1=C(C(=NC=2N1N=CN2)C2=CC=CC=C2)CCCCCCCC (7-hydroxy-6-octyl-5-phenyl-[1,2,4]-triazolo-[1,5-α]-pyrimidine), P(=O)(Cl)(Cl)Cl (phosphorus oxychloride). Product: ClC1=C(C(=NC=2N1N=CN2)C2=CC=CC=C2)CCCCCCCC (7-chloro-6-octyl-5-phenyl-[1,2,4]-triazolo-[1,5-α]-pyrimidine). Reaction SMILES: O[C:2]1[N:7]2[N:8]=[CH:9][N:10]=[C:6]2[N:5]=[C:4]([C:11]2[CH:16]=[CH:15][CH:14]=[CH:13][CH:12]=2)[C:3]=1[CH2:17][CH2:18][CH2:19][CH2:20][CH2:21][CH2:22][CH2:23][CH3:24].P(Cl)(Cl)([Cl:27])=O>>[Cl:27][C:2]1[N:7]2[N:8]=[CH:9][N:10]=[C:6]2[N:5]=[C:4]([C:11]2[CH:16]=[CH:15][CH:14]=[CH:13][CH:12]=2)[C:3]=1[CH2:17][CH2:18][CH2:19][CH2:20][CH2:21][CH2:22][CH2:23][CH3:24]. Reported procedure: A mixture of 17 g (0.05 mol) of 7-hydroxy-6-octyl-5-phenyl-[1,2,4]-triazolo-[1,5-α]-pyrimidine (cf. Ex. 7) and 50 ml of phosphorus oxychloride was heated under reflux for 8 h. Work-up was carried out analogously to Ex. 2. This gave 16 g (0.046 mol) of the title compound. Starting materials: C1CCOC1, [Li]CCCC, CCOC(C)=O, ClC(Cl)(Cl)C(Cl)(Cl)Cl, COc1cc(C2OCCO2)ccc1-n1ccnc1, O. The product is COc1cc(C2OCCO2)ccc1-n1ccnc1Cl. RXN SMILES: [CH2:1]1[O:2][CH2:3][CH2:4][CH2:5]1.[CH2:24]([Li:25])[CH2:26][CH2:27][CH3:28].[CH3:37][CH2:38][O:39][C:40](=[O:41])[CH3:42].[Cl:29][C:30]([C:31]([Cl:32])([Cl:33])[Cl:34])([Cl:35])[Cl:36].[O:6]1[CH:7]([c:11]2[cH:12][c:13]([O:22][CH3:23])[c:14](-[n:17]3[cH:18][n:19][cH:20][cH:21]3)[cH:15][cH:16]2)[O:8][CH2:9][CH2:10]1.[OH2:43]>>[O:6]1[CH:7]([c:11]2[cH:12][c:13]([O:22][CH3:23])[c:14](-[n:17]3[c:18]([Cl:29])[n:19][cH:20][cH:21]3)[cH:15][cH:16]2)[O:8][CH2:9][CH2:10]1. The product is CN(C(=O)C1=NN2C(CN=C(C3=C2C=CC(=C3)Cl)C3=CC=CC=C3)=N1)C (N,N-dimethyl-6-phenyl-8-chloro-4H-s-triazolo[1,5-a][1,4]benzodiazepine-2-carboxamide). Procedure details: 2.94 g (0.06 mole) of sodium cyanide is suspended in 100 ml of isopropanol, and 50 ml of a 20% solution of dimethylamine in dioxane added at 0°-5° to the suspension. After 10 minutes, a solution of 4 g (0.0124 mole) of 6-phenyl-8-chloro-4H-s-triazolo[1,5-a][1,4]benzodiazepine-2-carboxaldehyde in 50 ml of dioxane is quickly added dropwise, and, after a further 10 minutes, an addition made in two portions of 20.8 g of active manganese dioxide. The whole is stirred for a further 3 hours at 5°, filt... The solvent is O1CCOCC1 (dioxane), C(C)(C)O (isopropanol), O1CCOCC1 (dioxane). The reactants are [C-]#N.[Na+] (sodium cyanide), C1(=CC=CC=C1)C1=NCC=2N(C3=C1C=C(C=C3)Cl)N=C(N2)C=O (6-phenyl-8-chloro-4H-s-triazolo[1,5-a][1,4]benzodiazepine-2-carboxaldehyde), solution, CNC (dimethylamine). Reagents/catalysts: [O-2].[O-2].[Mn+4] (manganese dioxide). Reaction conditions: time 10 minute. As a reaction SMILES: [C-]#N.[Na+].[CH3:4][NH:5][CH3:6].[C:7]1([C:13]2[C:19]3[CH:20]=[C:21]([Cl:24])[CH:22]=[CH:23][C:18]=3[N:17]3[N:25]=[C:26]([CH:28]=[O:29])[N:27]=[C:16]3[CH2:15][N:14]=2)[CH:12]=[CH:11][CH:10]=[CH:9][CH:8]=1>C(O)(C)C.O1CCOCC1.[O-2].[O-2].[Mn+4]>[CH3:4][N:5]([CH3:6])[C:28]([C:26]1[N:27]=[C:16]2[CH2:15][N:14]=[C:13]([C:7]3[CH:8]=[CH:9][CH:10]=[CH:11][CH:12]=3)[C:19]3[CH:20]=[C:21]([Cl:24])[CH:22]=[CH:23][C:18]=3[N:17]2[N:25]=1)=[O:29] |f:0.1,6.7.8|. The reactants are FC(C=1C=C(C=CC1)NC1=CC=CC=C1)(F)F (3-trifluoromethylphenyl aniline), C(C=C)(=O)O (acrylic acid), [OH-].[Na+] (sodium hydroxide). Solvent: O (water). Run at temperature 100 celsius, time 1 hour. Product: FC(C=1C=C(C=CC1)NCCC(=O)O)(F)F (3-(3-trifluoromethylphenylamino)propionic acid). Reaction SMILES: [F:1][C:2]([F:17])([F:16])[C:3]1[CH:4]=[C:5]([NH:9]C2C=CC=CC=2)[CH:6]=[CH:7][CH:8]=1.[C:18]([OH:22])(=[O:21])[CH:19]=[CH2:20].[OH-].[Na+]>O>[F:1][C:2]([F:16])([F:17])[C:3]1[CH:4]=[C:5]([NH:9][CH2:20][CH2:19][C:18]([OH:22])=[O:21])[CH:6]=[CH:7][CH:8]=1 |f:2.3|. Procedure: To an aqueous solution of 3-trifluoromethylphenyl aniline (5.0 g) in water (15.0 ml) was added acrylic acid (3.2 ml) and the resulting mixture was stirred at 100° C. for one hour. The reaction mixture was basified with 5N aqueous sodium hydroxide solution and extracted with ethyl acetate (100 ml×2). The resulting organic layer was washed with saturated saline (50 ml), dried over anhydrous sodium sulfate and then concentrated under reduced pressure. The residue was purified by silica gel column c...